From a dataset of the Open Reaction Database (ORD), a public repository of structured organic reaction records. describe an organic reaction: reactants, conditions, products, and yield RXN SMILES: N1C=CC=CC=1.[FH:7].[O:8]1[C:10]2([CH2:15][CH2:14][N:13]([C:16]([O:18][CH2:19][C:20]3[CH:25]=[CH:24][CH:23]=[CH:22][CH:21]=3)=[O:17])[CH2:12][CH2:11]2)[CH2:9]1.C(=O)(O)[O-].[Na+]>C(Cl)Cl>[F:7][C:10]1([CH2:9][OH:8])[CH2:15][CH2:14][N:13]([C:16]([O:18][CH2:19][C:20]2[CH:25]=[CH:24][CH:23]=[CH:22][CH:21]=2)=[O:17])[CH2:12][CH2:11]1 |f:0.1,3.4|. Reported procedure: A mixture of 5 ml hydrogen fluoride pyridine and 20 ml methylene chloride was cooled, and 10 ml solution of 4.95 g of benzyl 1-oxa-6-azaspiro[2.5]octane-6-carboxylate in methylene chloride was added dropwise thereinto over 25 min such that the bulk temperature was 0° C. or less. The mixture was stirred for 35 min under ice-cooling. The reaction solution was poured into a mixture of saturated sodium bicarbonate and ice. The organic layer was recovered, dried over anhydrous magnesium sulfate, and ... Product: FC1(CCN(CC1)C(=O)OCC1=CC=CC=C1)CO (Benzyl 4-fluoro-4-hydroxymethyl-1-piperidinecarboxylate). Starting materials: solution, O1CC12CCN(CC2)C(=O)OCC2=CC=CC=C2 (benzyl 1-oxa-6-azaspiro[2.5]octane-6-carboxylate), C([O-])(O)=O.[Na+] (sodium bicarbonate), N1=CC=CC=C1.F (hydrogen fluoride pyridine). The solvent is C(Cl)Cl (methylene chloride), C(Cl)Cl (methylene chloride). Conditions: time 25 minute. Reactants: 4h, BrCC1=C(C(=O)OC)C=CC=C1 (methyl 2-(bromomethyl)benzoate), C1(CCC2=CC=CC=C12)C1=CC=C(C=C1)O (4-(1-indanyl)phenol), C([O-])([O-])=O.[K+].[K+] (potassium carbonate), 3d. Solvent: CN(C)C=O (DMF). Product: C1(CCC2=CC=CC=C12)C1=CC=C(OCC2=C(C(=O)OC)C=CC=C2)C=C1 (methyl 2-[4-(1-indanyl)phenoxymethyl]benzoate). Isolated yield 94.5%. Reaction SMILES: Br[CH2:2][C:3]1[CH:12]=[CH:11][CH:10]=[CH:9][C:4]=1[C:5]([O:7][CH3:8])=[O:6].[CH:13]1([C:22]2[CH:27]=[CH:26][C:25]([OH:28])=[CH:24][CH:23]=2)[C:21]2[C:16](=[CH:17][CH:18]=[CH:19][CH:20]=2)[CH2:15][CH2:14]1.C(=O)([O-])[O-].[K+].[K+]>CN(C=O)C>[CH:13]1([C:22]2[CH:23]=[CH:24][C:25]([O:28][CH2:2][C:3]3[CH:12]=[CH:11][CH:10]=[CH:9][C:4]=3[C:5]([O:7][CH3:8])=[O:6])=[CH:26][CH:27]=2)[C:21]2[C:16](=[CH:17][CH:18]=[CH:19][CH:20]=2)[CH2:15][CH2:14]1 |f:2.3.4|. Procedure: A mixture of methyl 2-(bromomethyl)benzoate (10.00 g, 43.7 mmol), 4-(1-indanyl)phenol (11.47 g, 54.5 mmol), and potassium carbonate (13.27 g, 96.0 mmol) in DMF was heated at 60° C. for 4h, then was allowed to stir at room temperature for 3d. The resulting reaction mixture was partitioned between ether and water, then the organic phase was dried over magnesium sulfate, concentrated, and purified by chromatography over silica gel eluted with 4% ethyl acetate in hexanes to afford 14.8 g of methyl 2... RXN SMILES: [C:1]([O:5][C:6]([N:8]1[CH2:13][CH2:12][CH:11]([CH:14]([C:16]2[CH:21]=[CH:20][C:19]([Br:22])=[CH:18][CH:17]=2)[OH:15])[CH2:10][CH2:9]1)=[O:7])([CH3:4])([CH3:3])[CH3:2].[C:23]1(O)[CH:28]=[CH:27][CH:26]=[CH:25][CH:24]=1.C1C=CC(P(C2C=CC=CC=2)C2C=CC=CC=2)=CC=1.CC(OC(/N=N/C(OC(C)C)=O)=O)C>C1COCC1>[C:1]([O:5][C:6]([N:8]1[CH2:9][CH2:10][CH:11]([CH:14]([C:16]2[CH:21]=[CH:20][C:19]([Br:22])=[CH:18][CH:17]=2)[O:15][C:23]2[CH:28]=[CH:27][CH:26]=[CH:25][CH:24]=2)[CH2:12][CH2:13]1)=[O:7])([CH3:4])([CH3:2])[CH3:3]. Solvent: C1CCOC1 (THF). Reaction conditions: time 2.5 hour. Yields the product C(C)(C)(C)OC(=O)N1CCC(CC1)C(OC1=CC=CC=C1)C1=CC=C(C=C1)Br (4-[(4-bromophenyl)-phenoxymethyl]-piperidine-1-carboxylic acid tert-butyl ester). Isolated yield 47.7%. Procedure: To a solution of 4-[(4-bromophenyl)-hydroxymethyl]-piperidine-1-carboxylic acid tert-butyl ester (370 mg, 1.00 mmol), phenol (141 mg, 1.50 mmol) and Ph3P (393 mg, 1.50 mmol) in THF (6 mL) at room temperature was added DIAD (0.295 mL, 1.50 mmol) dropwise. The mixture was stirred at room temperature for 2.5 hours. Aqueous work-up and purification gave 4-[(4-bromophenyl)-phenoxymethyl]-piperidine-1-carboxylic acid tert-butyl ester as a colorless oil (213 mg, 48%). Starting materials: C(C)(C)(C)OC(=O)N1CCC(CC1)C(O)C1=CC=C(C=C1)Br (4-[(4-bromophenyl)-hydroxymethyl]-piperidine-1-carboxylic acid tert-butyl ester), C1(=CC=CC=C1)O (phenol), C1=CC=C(C=C1)P(C2=CC=CC=C2)C3=CC=CC=C3 (Ph3P), CC(C)OC(=O)/N=N/C(=O)OC(C)C (DIAD).